From a dataset of the Open Reaction Database (ORD), a public repository of structured organic reaction records. describe an organic reaction: reactants, conditions, products, and yield The reactants are CCOC(=O)C=P(c1ccccc1)(c1ccccc1)c1ccccc1, ClCCl, O=Cc1ccc(C(F)(F)F)cc1. The product is CCOC(=O)C=Cc1ccc(C(F)(F)F)cc1. Reaction SMILES: [C:1](=[O:2])([O:3][CH2:4][CH3:5])[CH:6]=[P:7]([c:8]1[cH:9][cH:10][cH:11][cH:12][cH:13]1)([c:14]1[cH:15][cH:16][cH:17][cH:18][cH:19]1)[c:20]1[cH:21][cH:22][cH:23][cH:24][cH:25]1.[Cl:38][CH2:39][Cl:40].[F:26][C:27]([c:28]1[cH:29][cH:30][c:31]([CH:34]=[O:35])[cH:32][cH:33]1)([F:36])[F:37]>>[C:1](=[O:2])([O:3][CH2:4][CH3:5])[CH:6]=[CH:34][c:31]1[cH:30][cH:29][c:28]([C:27]([F:26])([F:36])[F:37])[cH:33][cH:32]1. The reactants are COC1OCC(CO1)COC1=C(C(=NC=C1)CS(=O)C1=NC2=C(N1)C=CC=C2)C (2-(((4-((2-methoxy-1,3-dioxan-5-yl)methoxy)-3-methylpyridin-2-yl)methyl)sulfinyl)-1H-benzimidazole), [Na].COC1OCC(CO1)COC1=C(C(=NC=C1)CS(=O)C1=NC2=C(N1)C=CC=C2)C (2-(((4-((2-methoxy-1,3-dioxan-5-yl)methoxy)-3-methylpyridin-2-yl)methyl)sulfinyl)-1H-benzimidazole sodium salt), CC1(OCC(CO1)COC1=C(C(=NC=C1)CO)CC)C ((4-((2,2-dimethyl-1,3-dioxan-5-yl)methoxy)-3-ethylpyridin-2-yl)methanol). Yields the product [Na].CC1(OCC(CO1)COC1=C(C(=NC=C1)CS(=O)C1=NC2=C(N1)C=CC=C2)CC)C (2-(((4-((2,2-dimethyl-1,3-dioxan-5-yl)methoxy)-3-ethylpyridin-2-yl)methyl)sulfinyl)-1H-benzimidazole sodium salt). The yield is 25.0%. RXN SMILES: COC1OCC(COC2C=CN=C(C[S:18]([C:20]3[NH:24][C:23]4[CH:25]=[CH:26][CH:27]=[CH:28][C:22]=4[N:21]=3)=[O:19])C=2C)CO1.[Na:30].COC1OCC(COC2C=CN=C(CS(C3NC4C=CC=CC=4N=3)=O)C=2C)CO1.[CH3:60][C:61]1([CH3:79])[O:66][CH2:65][CH:64]([CH2:67][O:68][C:69]2[CH:74]=[CH:73][N:72]=[C:71]([CH2:75]O)[C:70]=2[CH2:77][CH3:78])[CH2:63][O:62]1>>[Na:30].[CH3:60][C:61]1([CH3:79])[O:66][CH2:65][CH:64]([CH2:67][O:68][C:69]2[CH:74]=[CH:73][N:72]=[C:71]([CH2:75][S:18]([C:20]3[NH:21][C:22]4[CH:28]=[CH:27][CH:26]=[CH:25][C:23]=4[N:24]=3)=[O:19])[C:70]=2[CH2:77][CH3:78])[CH2:63][O:62]1 |f:1.2,4.5,^1:29,79|. Procedure details: The same procedure as in the steps (6d), (6e), and (6f) of Example 6 was repeated using the (4-((2,2-dimethyl-1,3-dioxan-5-yl)methoxy)-3-ethylpyridin-2-yl)methanol obtained in the step (92d) above to obtain the title compound (159 mg, overall yield: 25%) as a light yellow solid. Starting materials: C(C)(C)(C)OC(C(=O)OC)C=1C(=C2C(=NC1C)NC=C2)C=2C=C1CCCOC1=CC2 (methyl 2-(tert-butoxy)-2-(4-(chroman-6-yl)-6-methyl-1H-pyrrolo[2,3-b]pyridin-5-yl)acetate), BrCC1CCC1 ((bromomethyl)cyclobutane). Product: C(C)(C)(C)OC(C(=O)O)C=1C(=C2C(=NC1C)N(C=C2)CC2CCC2)C=2C=C1CCCOC1=CC2 (2-(tert-butoxy)-2-(4-(chroman-6-yl)-1-(cyclobutylmethyl)-6-methyl-1H-pyrrolo[2,3-b]pyridin-5-yl)acetic acid). RXN SMILES: [C:1]([O:5][CH:6]([C:11]1[C:12]([C:21]2[CH:22]=[C:23]3[C:28](=[CH:29][CH:30]=2)[O:27][CH2:26][CH2:25][CH2:24]3)=[C:13]2[CH:20]=[CH:19][NH:18][C:14]2=[N:15][C:16]=1[CH3:17])[C:7]([O:9]C)=[O:8])([CH3:4])([CH3:3])[CH3:2].Br[CH2:32][CH:33]1[CH2:36][CH2:35][CH2:34]1>>[C:1]([O:5][CH:6]([C:11]1[C:12]([C:21]2[CH:22]=[C:23]3[C:28](=[CH:29][CH:30]=2)[O:27][CH2:26][CH2:25][CH2:24]3)=[C:13]2[CH:20]=[CH:19][N:18]([CH2:32][CH:33]3[CH2:36][CH2:35][CH2:34]3)[C:14]2=[N:15][C:16]=1[CH3:17])[C:7]([OH:9])=[O:8])([CH3:4])([CH3:2])[CH3:3]. Procedure details: The title compound was prepared in a manner similar to that described in Example 27, Step H from methyl 2-(tert-butoxy)-2-(4-(chroman-6-yl)-6-methyl-1H-pyrrolo[2,3-b]pyridin-5-yl)acetate and (bromomethyl)cyclobutane. 1H NMR (400 MHz, CHLOROFORM-d) δ ppm 7.49-7.43 (m, 1 H), 7.21-7.13 (m, 2 H), 6.99-6.93 (m, 1 H), 6.34 (dd, J=3.5, 7.8 Hz, 1 H), 5.51 (d, J=3.9 Hz, 1 H), 4.54-4.37 (m, 2 H), 4.30 (t, J=5.2 Hz, 2 H), 2.96-2.80 (m, 6H), 2.17-2.05 (m, 4 H), 1.99-1.79 (m, 4 H), 0.99-0.90 (s, 9 H); LC/MS ...